The task is: describe an organic reaction: reactants, conditions, products, and yield. This data is from the Open Reaction Database (ORD), a public repository of structured organic reaction records. The reactants are ClC1=NC=NC(=C1[N+](=O)[O-])Cl (4,6-dichloro-5-nitropyrimidine), CNC (dimethylamine), C(C)C=1NC=C(N1)C (2-ethyl-4-methylimidazole), [Sn](Cl)Cl (tin (II) chloride), C(=O)(N1C=NC=C1)N1C=NC=C1 (carbonyidiimidazole). Yields the product C(C)C1=NC(=C2C(NC=3C(=NC=NC3N21)N(C)C)=O)C (9-Ethyl-7-methyl-4-(dimethylamino)imidazo[5,1-h]pteridin-6(5H)-one). Reaction SMILES: Cl[C:2]1[C:7]([N+:8]([O-])=O)=[C:6](Cl)[N:5]=[CH:4][N:3]=1.[CH3:12][NH:13][CH3:14].[CH2:15]([C:17]1[NH:18][CH:19]=[C:20]([CH3:22])[N:21]=1)[CH3:16].[Sn](Cl)Cl.[C:26](N1C=CN=C1)(N1C=CN=C1)=[O:27]>>[CH2:15]([C:17]1[N:18]2[C:19]([C:26](=[O:27])[NH:8][C:7]3[C:2]([N:13]([CH3:14])[CH3:12])=[N:3][CH:4]=[N:5][C:6]=32)=[C:20]([CH3:22])[N:21]=1)[CH3:16]. Procedure details: Prepared by treatment of 4,6-dichloro-5-nitropyrimidine with dimethylamine, followed by reaction with 2-ethyl-4-methylimidazole, reduction with tin (II) chloride, and cyclization with carbonyidiimidazole. Reactants: CC(=O)c1cc(C)c(Oc2nc(Cl)nc3ccn(Cc4ccccc4)c23)c(C)c1, O=C(O)C(F)(F)F, N#Cc1ccc(N)cc1, O. Product: CC(=O)c1cc(C)c(Oc2nc(Nc3ccc(C#N)cc3)nc3ccn(Cc4ccccc4)c23)c(C)c1. As a reaction SMILES: [CH2:1]([c:2]1[cH:3][cH:4][cH:5][cH:6][cH:7]1)[n:8]1[cH:9][cH:10][c:11]2[n:12][c:13]([Cl:29])[n:14][c:15]([O:17][c:18]3[c:19]([CH3:28])[cH:20][c:21]([C:25]([CH3:26])=[O:27])[cH:22][c:23]3[CH3:24])[c:16]12.[F:39][C:40]([F:41])([F:42])[C:43]([OH:44])=[O:45].[NH2:30][c:31]1[cH:32][cH:33][c:34]([C:35]#[N:36])[cH:37][cH:38]1.[OH2:46]>>[CH2:1]([c:2]1[cH:3][cH:4][cH:5][cH:6][cH:7]1)[n:8]1[cH:9][cH:10][c:11]2[n:12][c:13]([NH:30][c:31]3[cH:32][cH:33][c:34]([C:35]#[N:36])[cH:37][cH:38]3)[n:14][c:15]([O:17][c:18]3[c:19]([CH3:28])[cH:20][c:21]([C:25]([CH3:26])=[O:27])[cH:22][c:23]3[CH3:24])[c:16]12. The reactants are C(C)(C)(C)OC(=O)CN1N=CC2=C1N=C1N(C2=O)CCS1 (6,7-Dihydro-1-tert-butoxycarbonylmethylpyrazolo[3,4-d]thiazolo[3,2-a]pyrimidin-4(1H)-one). Solvent: FC(C(=O)O)(F)F (trifluoroacetic acid). Yields the product C(=O)(O)CN1N=CC2=C1N=C1N(C2=O)CCS1 (1-Carboxymethyl-6,7-dihydropyrazolo[3,4-d]thiazolo[3,2-a]pyrimidin-4(1H)-one). Yield: 63.1%. RXN SMILES: C([O:5][C:6]([CH2:8][N:9]1[C:13]2[N:14]=[C:15]3[S:21][CH2:20][CH2:19][N:16]3[C:17](=[O:18])[C:12]=2[CH:11]=[N:10]1)=[O:7])(C)(C)C>FC(F)(F)C(O)=O>[C:6]([CH2:8][N:9]1[C:13]2[N:14]=[C:15]3[S:21][CH2:20][CH2:19][N:16]3[C:17](=[O:18])[C:12]=2[CH:11]=[N:10]1)([OH:7])=[O:5]. Procedure: In 30 ml of trifluoroacetic acid was dissolved 1.18 g (3.83 mmol) of Compound 34 prepared in Example 26, followed by heating under reflux for one hour. After evaporation of the solvent, water was added to the residue. The precipitated crystals were collected by filtration, followed by washing with water to give 0.61 g (63%) of Compound 36. The compound was recrystallized from ethanol for purification. Starting materials: CCO, NC1CC1, CC(c1ccccc1)N1CC2COC(=O)C2C1. Yields the product CC(c1ccccc1)N1CC(CO)C(C(=O)NC2CC2)C1. Reaction SMILES: [CH3:22][CH2:23][OH:24].[CH:18]1([NH2:21])[CH2:19][CH2:20]1.[c:1]1([CH:7]([CH3:8])[N:9]2[CH2:10][CH:11]3[CH2:12][O:13][C:14](=[O:17])[CH:15]3[CH2:16]2)[cH:2][cH:3][cH:4][cH:5][cH:6]1>>[c:1]1([CH:7]([CH3:8])[N:9]2[CH2:10][CH:11]([CH2:12][OH:13])[CH:15]([C:14](=[O:17])[NH:21][CH:18]3[CH2:19][CH2:20]3)[CH2:16]2)[cH:2][cH:3][cH:4][cH:5][cH:6]1. The reactants are C[O-], CO, Cc1nn(-c2ccccn2)c2nc3ccccc3c(Cl)c12, [Na+], C1CCOC1. Product: COc1c2ccccc2nc2c1c(C)nn2-c1ccccn1. Reaction SMILES: [CH3:22][O-:23].[CH3:25][OH:26].[Cl:1][c:2]1[c:3]2[c:4]([n:5][c:6]3[cH:7][cH:8][cH:9][cH:10][c:11]13)[n:12](-[c:16]1[n:17][cH:18][cH:19][cH:20][cH:21]1)[n:13][c:14]2[CH3:15].[Na+:24].[O:27]1[CH2:28][CH2:29][CH2:30][CH2:31]1>>[c:2]1([O:23][CH3:22])[c:3]2[c:4]([n:5][c:6]3[cH:7][cH:8][cH:9][cH:10][c:11]13)[n:12](-[c:16]1[n:17][cH:18][cH:19][cH:20][cH:21]1)[n:13][c:14]2[CH3:15]. The reactants are O=C(CCCN1CCN(CC1)C1=CC=C(C=C1)[N+](=O)[O-])C=1C=C2CCC(NC2=CC1)=O (6-{1-oxo-4-[4-(4-nitrophenyl)-piperazinyl]-butyl}-3,4-dihydrocarbostyril), [H][H] (hydrogen). Reagents/catalysts: [C].[Pd] (palladium-carbon). Run in C(C)O (ethanol). Product: OC(CCCN1CCN(CC1)C1=CC=C(C=C1)N)C=1C=C2CCC(NC2=CC1)=O (6-{1-hydroxy-4-[4-(4-aminophenyl)-1-piperazinyl]butyl}- 3,4-dihydrocarbostyril). Reaction SMILES: [O:1]=[C:2]([C:21]1[CH:22]=[C:23]2[C:28](=[CH:29][CH:30]=1)[NH:27][C:26](=[O:31])[CH2:25][CH2:24]2)[CH2:3][CH2:4][CH2:5][N:6]1[CH2:11][CH2:10][N:9]([C:12]2[CH:17]=[CH:16][C:15]([N+:18]([O-])=O)=[CH:14][CH:13]=2)[CH2:8][CH2:7]1.[H][H]>C(O)C.[C].[Pd]>[OH:1][CH:2]([C:21]1[CH:22]=[C:23]2[C:28](=[CH:29][CH:30]=1)[NH:27][C:26](=[O:31])[CH2:25][CH2:24]2)[CH2:3][CH2:4][CH2:5][N:6]1[CH2:11][CH2:10][N:9]([C:12]2[CH:13]=[CH:14][C:15]([NH2:18])=[CH:16][CH:17]=2)[CH2:8][CH2:7]1 |f:3.4|. Reported procedure: 1.5 Gram of 6-{1-oxo-4-[4-(4-nitrophenyl)-piperazinyl]-butyl}-3,4-dihydrocarbostyril and 0.3 g of 5%-palladium-carbon were dispersed in 150 ml of ethanol and catalytically reduced under 2 kg/cm2 of hydrogen gas for 5 hours. The reaction mixture was filtered and the mother liquor was concentrated under a reduced pressure. The residue thus obtained was recrystallized from methanol to obtain 0.7 g of 6-{1-hydroxy-4-[4-(4-aminophenyl)-1-piperazinyl]butyl}- 3,4-dihydrocarbostyril in brown powdery cry...